Dataset: the Open Reaction Database (ORD), a public repository of structured organic reaction records. Task: describe an organic reaction: reactants, conditions, products, and yield Reactants: C1OC2(CC3=CC[C@H]4[C@@H]5CCC([C@@]5(C)CC[C@@]4([C@]3(CC2)C)O)=O)OC1 (3,3-ethylenedioxy-9α-hydroxyandrost-5-en-17-one), NCCN (1,2-diaminoethane), [N+](=O)([O-])C (nitromethane). Yields the product C1OC2(CC3=CC[C@H]4[C@@H]5CCC([C@@]5(C)CC[C@@]4([C@]3(CC2)C)O)=C[N+](=O)[O-])OC1 (3,3-Ethylenedioxy-17-(nitromethylene)androst-5-en-9α-ol). RXN SMILES: [CH2:1]1[CH2:25][O:24][C:3]2([CH2:20][CH2:19][C@@:18]3([CH3:21])[C:5](=[CH:6][CH2:7][C@@H:8]4[C@:17]3([OH:22])[CH2:16][CH2:15][C@@:13]3([CH3:14])[C@H:9]4[CH2:10][CH2:11][C:12]3=O)[CH2:4]2)[O:2]1.NCCN.[N+:30]([CH3:33])([O-:32])=[O:31]>>[CH2:1]1[CH2:25][O:24][C:3]2([CH2:20][CH2:19][C@@:18]3([CH3:21])[C:5](=[CH:6][CH2:7][C@@H:8]4[C@:17]3([OH:22])[CH2:16][CH2:15][C@@:13]3([CH3:14])[C@H:9]4[CH2:10][CH2:11][C:12]3=[CH:33][N+:30]([O-:32])=[O:31])[CH2:4]2)[O:2]1. Reported procedure: To a solution of 3,3-ethylenedioxy-9α-hydroxyandrost-5-en-17-one (3.46 g) in nitromethane (75 ml) under a nitrogen atmosphere 1,2-diaminoethane (0.1 ml) was added at reflux temperature. After 24 hours of refluxing the reaction was almost complete as measured by TLC. After cooling to room temperature the reaction mixture was concentrated under reduced pressure to give a solid, which was purified by column chromatography (silica gel; methylene chloride/diethyl ether 1/1) to provide the title compo... Reactants: COc1ccccc1-c1ccnc(Cl)n1, CNS(=O)(=O)Cc1ccc(N)cc1, CN(C)C=O. The product is CNS(=O)(=O)Cc1ccc(Nc2nccc(-c3ccccc3OC)n2)cc1. As a reaction SMILES: [Cl:1][c:2]1[n:3][cH:4][cH:5][c:6](-[c:8]2[c:9]([O:14][CH3:15])[cH:10][cH:11][cH:12][cH:13]2)[n:7]1.[NH2:16][c:17]1[cH:18][cH:19][c:20]([CH2:23][S:24](=[O:25])(=[O:26])[NH:27][CH3:28])[cH:21][cH:22]1.[O:29]=[CH:30][N:31]([CH3:32])[CH3:33]>>[c:2]1([NH:16][c:17]2[cH:18][cH:19][c:20]([CH2:23][S:24](=[O:25])(=[O:26])[NH:27][CH3:28])[cH:21][cH:22]2)[n:3][cH:4][cH:5][c:6](-[c:8]2[c:9]([O:14][CH3:15])[cH:10][cH:11][cH:12][cH:13]2)[n:7]1. The reactants are Cn1nc(C(C)(C)C)cc1N, O=C(Cl)OCC(Cl)(Cl)Cl, C1CCOC1, O, c1ccncc1. Product: Cn1nc(C(C)(C)C)cc1NC(=O)OCC(Cl)(Cl)Cl. As a reaction SMILES: [C:1]([CH3:2])([CH3:3])([CH3:4])[c:5]1[n:6][n:7]([CH3:11])[c:8]([NH2:10])[cH:9]1.[Cl:18][C:19](=[O:20])[O:21][CH2:22][C:23]([Cl:24])([Cl:25])[Cl:26].[O:28]1[CH2:29][CH2:30][CH2:31][CH2:32]1.[OH2:27].[cH:12]1[cH:13][cH:14][n:15][cH:16][cH:17]1>>[C:1]([CH3:2])([CH3:3])([CH3:4])[c:5]1[n:6][n:7]([CH3:11])[c:8]([NH:10][C:19](=[O:20])[O:21][CH2:22][C:23]([Cl:24])([Cl:25])[Cl:26])[cH:9]1. The reactants are O=C([O-])[O-], O=C(Cl)c1ccccc1, ClC(Cl)Cl, [K+], [K+], Cc1cc2oc(=O)c3c(c2cc1N)CCN(CCN1CC2CCC(CC2)C1)C3, O. Yields the product Cc1cc2oc(=O)c3c(c2cc1NC(=O)c1ccccc1)CCN(CCN1CC2CCC(CC2)C1)C3. Reaction SMILES: [C:29](=[O:30])([O-:31])[O-:32].[C:35]([c:36]1[cH:37][cH:38][cH:39][cH:40][cH:41]1)(=[O:42])[Cl:43].[CH:45]([Cl:46])([Cl:47])[Cl:48].[K+:33].[K+:34].[NH2:1][c:2]1[c:3]([CH3:28])[cH:4][c:5]2[c:6]([cH:7]1)[c:8]1[c:9]([c:25](=[O:27])[o:26]2)[CH2:10][N:11]([CH2:14][CH2:15][N:16]2[CH2:17][CH:18]3[CH2:19][CH2:20][CH:21]([CH2:22]2)[CH2:23][CH2:24]3)[CH2:12][CH2:13]1.[OH2:44]>>[NH:1]([c:2]1[c:3]([CH3:28])[cH:4][c:5]2[c:6]([cH:7]1)[c:8]1[c:9]([c:25](=[O:27])[o:26]2)[CH2:10][N:11]([CH2:14][CH2:15][N:16]2[CH2:17][CH:18]3[CH2:19][CH2:20][CH:21]([CH2:22]2)[CH2:23][CH2:24]3)[CH2:12][CH2:13]1)[C:35]([c:36]1[cH:37][cH:38][cH:39][cH:40][cH:41]1)=[O:42]. The reactants are COC(C1=CN=C(C=C1)C(=O)N1CCN(CC1)C1=NC=CC=C1NC(C)C)=O (6-[1-[3-(isopropylamino)-2-pyridyl]piperazin-4-yl-carbonyl]nicotinic acid methyl ester), NC(CO)CO (2-amino-1,3-propandiol). The product is OCC(NC(=O)C=1C=CC(=NC1)C(=O)N1CCN(CC1)C1=NC=CC=C1NC(C)C)CO (5-[N-[Bis(hydroxymethyl)methyl]carbamoyl]-2-[1-[3-(isopropylamino)-2-pyridyl]piperazin-4-yl-carbonyl]pyridine). Yield: 78.0%. RXN SMILES: CO[C:3](=[O:28])[C:4]1[CH:9]=[CH:8][C:7]([C:10]([N:12]2[CH2:17][CH2:16][N:15]([C:18]3[C:23]([NH:24][CH:25]([CH3:27])[CH3:26])=[CH:22][CH:21]=[CH:20][N:19]=3)[CH2:14][CH2:13]2)=[O:11])=[N:6][CH:5]=1.[NH2:29][CH:30]([CH2:33][OH:34])[CH2:31][OH:32]>>[OH:32][CH2:31][CH:30]([CH2:33][OH:34])[NH:29][C:3]([C:4]1[CH:9]=[CH:8][C:7]([C:10]([N:12]2[CH2:13][CH2:14][N:15]([C:18]3[C:23]([NH:24][CH:25]([CH3:27])[CH3:26])=[CH:22][CH:21]=[CH:20][N:19]=3)[CH2:16][CH2:17]2)=[O:11])=[N:6][CH:5]=1)=[O:28]. Reported procedure: By the same procedure as described in the example 2, synthesis was carried out starting with 6-[1-[3-(isopropylamino)-2-pyridyl]piperazin-4-yl-carbonyl]nicotinic acid methyl ester and using 2-amino-1,3-propandiol. Then, the product was recrystallized with ethyl acetate and hexane to give a desired compound. The reactants are C(C)OC(=O)C1=C(C=CC=C1)B(O)O (2-(ethoxycarbonyl)phenylboronic acid), C([O-])([O-])=O.[Na+].[Na+] (sodium carbonate), C(C)OC(=O)C1=C(C=CC=C1)B(O)O (2-(ethoxycarbonyl)phenylboronic acid), BrC1=C(N)C=C(C=C1)F (2-bromo-5-fluoroaniline), C(C)(=O)[O-].[Na+] (sodium acetate). Reagents/catalysts: C(C)(=O)[O-].[Pd+2].C(C)(=O)[O-] (palladium acetate), COC=1C=CC=C(C1C=2C=CC=CC2P(C3CCCCC3)C4CCCCC4)OC (S-Phos), C(C)(=O)[O-].[Pd+2].C(C)(=O)[O-] (palladium acetate), C1(CCCCC1)P(C1=C(C=CC=C1)C1=C(C=CC=C1OC)OC)C1CCCCC1 (dicyclohexyl(2′,6′-dimethoxybiphenyl-2-yl)phosphine). Solvent: C(C)O (ethanol). Run at temperature 80 celsius, time 18 hour. The product is FC=1C=CC2=C3C=CC=CC3=C(N=C2C1)O (3-Fluorophenanthridin-6-ol). Isolated yield 52.8%. As a reaction SMILES: C(O[C:4]([C:6]1[CH:11]=[CH:10][CH:9]=[CH:8][C:7]=1B(O)O)=[O:5])C.Br[C:16]1[CH:22]=[CH:21][C:20]([F:23])=[CH:19][C:17]=1[NH2:18].C([O-])(=O)C.[Na+].C(=O)([O-])[O-].[Na+].[Na+]>C([O-])(=O)C.[Pd+2].C([O-])(=O)C.C1(P(C2CCCCC2)C2C=CC=CC=2C2C(OC)=CC=CC=2OC)CCCCC1.C(O)C>[F:23][C:20]1[CH:21]=[CH:22][C:16]2[C:17]([CH:19]=1)=[N:18][C:4]([OH:5])=[C:6]1[C:7]=2[CH:8]=[CH:9][CH:10]=[CH:11]1 |f:2.3,4.5.6,7.8.9|. Procedure: A mixture of 2-(ethoxycarbonyl)phenylboronic acid (7.0 g, 39 mmol), 2-bromo-5-fluoroaniline (7.4 g, 39 mmol), dicyclohexyl(2′,6′-dimethoxybiphenyl-2-yl)phosphine (S-Phos, 0.32 g, 0.78 mmol), sodium acetate (4.1 g, 39 mmol), and palladium acetate (0.087 g, 0.39 mmol) in 18 ml. of ethanol was heated with stirring at 80° C. for 18 h. Additional 2-(ethoxycarbonyl)phenylboronic acid (2.0 g), S-Phos (0.095 g), palladium acetate (0.020 g), and sodium carbonate (1.2 g) was added and the mixture was stir... Starting materials: CCOCCNc1ccc2c(c1)C(C)(C)CCC2(C)C, Cc1ccccc1, O=C(Cl)Cl, COC(=O)c1ccc(N)cc1. Product: CCOCCN(C(=O)Nc1ccc(C(=O)OC)cc1)c1ccc2c(c1)C(C)(C)CCC2(C)C. As a reaction SMILES: [CH2:1]([CH3:2])[O:3][CH2:4][CH2:5][NH:6][c:7]1[cH:8][c:9]2[c:14]([cH:15][cH:16]1)[C:13]([CH3:17])([CH3:18])[CH2:12][CH2:11][C:10]2([CH3:19])[CH3:20].[CH3:36][c:37]1[cH:38][cH:39][cH:40][cH:41][cH:42]1.[Cl:21][C:22]([Cl:23])=[O:24].[NH2:25][c:26]1[cH:27][cH:28][c:29]([C:30](=[O:31])[O:32][CH3:33])[cH:34][cH:35]1>>[CH2:1]([CH3:2])[O:3][CH2:4][CH2:5][N:6]([c:7]1[cH:8][c:9]2[c:14]([cH:15][cH:16]1)[C:13]([CH3:17])([CH3:18])[CH2:12][CH2:11][C:10]2([CH3:19])[CH3:20])[C:22](=[O:24])[NH:25][c:26]1[cH:27][cH:28][c:29]([C:30](=[O:31])[O:32][CH3:33])[cH:34][cH:35]1. Reactants: NC1=NC(=CC(=N1)C1=CC(=C(C#N)C(=C1)F)F)N1[C@@H](COCC1)CC (4-{2-amino-6-[(3R)-3-ethyl-4-morpholinyl]-4-pyrimidinyl}-2,6-difluorobenzonitrile), [O-]CC.[Na+] (sodium ethoxide), CCN(C(C)C)C(C)C (DIEA), NN (hydrazine). The solvent is CN(C=O)C (N,N-dimethylformamide), O (H2O), CCOC(=O)C (EtOAc). Conditions: time 30 minute. The product is NC1=NC(=CC(=N1)C1=CC(=C2C(=NNC2=C1)N)OCC)N1[C@@H](COCC1)CC (6-{2-amino-6-[(3R)-3-ethyl-4-morpholinyl]-4-pyrimidinyl}-4-(ethyloxy)-1H-indazol-3-amine). The yield is 54.5%. Reaction SMILES: [NH2:1][C:2]1[N:7]=[C:6]([C:8]2[CH:15]=[C:14](F)[C:11]([C:12]#[N:13])=[C:10](F)[CH:9]=2)[CH:5]=[C:4]([N:18]2[CH2:23][CH2:22][O:21][CH2:20][C@H:19]2[CH2:24][CH3:25])[N:3]=1.[O-:26][CH2:27][CH3:28].[Na+].[NH2:30][NH2:31].CCN(C(C)C)C(C)C>O.CCOC(C)=O.CN(C)C=O>[NH2:1][C:2]1[N:7]=[C:6]([C:8]2[CH:15]=[C:14]3[C:11]([C:12]([NH2:13])=[N:30][NH:31]3)=[C:10]([O:26][CH2:27][CH3:28])[CH:9]=2)[CH:5]=[C:4]([N:18]2[CH2:23][CH2:22][O:21][CH2:20][C@H:19]2[CH2:24][CH3:25])[N:3]=1 |f:1.2|. Reported procedure: To a 20 mL vial was added 4-{2-amino-6-[(3R)-3-ethyl-4-morpholinyl]-4-pyrimidinyl}-2,6-difluorobenzonitrile (850 mg, 2.461 mmol), N,N-dimethylformamide (DMF) (5 mL) and sodium ethoxide 1M (2.461 mL, 2.461 mmol). The reaction was stirred for 30 min at room temperature. The reaction was then poured into EtOAc (10 mL) followed by H2O (15 mL). The aqueous was extracted with EtOAc (×1) and then dried over Na2SO4 and concentrated to a yellow solid that was taken up in acetonitrile (5 mL) and added to ... Starting materials: O=C([O-])[O-], COCCOC, Clc1ncc2nnn(Cc3ccc4ncccc4c3)c2n1, [Cs+], [Cs+], CC1(C)OB(c2cnn(CCOC3CCCCO3)c2)OC1(C)C, O, [Pd]. Product: c1cnc2ccc(Cn3nnc4cnc(-c5cnn(CCOC6CCCCO6)c5)nc43)cc2c1. As a reaction SMILES: [C:45](=[O:46])([O-:47])[O-:48].[CH3:51][O:52][CH2:53][CH2:54][O:55][CH3:56].[Cl:1][c:2]1[n:3][cH:4][c:5]2[c:6]([n:7]1)[n:8]([CH2:11][c:12]1[cH:13][c:14]3[cH:15][cH:16][cH:17][n:18][c:19]3[cH:20][cH:21]1)[n:9][n:10]2.[Cs+:49].[Cs+:50].[O:22]1[CH:23]([O:28][CH2:29][CH2:30][n:31]2[n:32][cH:33][c:34]([B:36]3[O:37][C:38]([CH3:39])([CH3:40])[C:41]([CH3:42])([CH3:43])[O:44]3)[cH:35]2)[CH2:24][CH2:25][CH2:26][CH2:27]1.[OH2:57].[Pd:58]>>[c:2]1(-[c:34]2[cH:33][n:32][n:31]([CH2:30][CH2:29][O:28][CH:23]3[O:22][CH2:27][CH2:26][CH2:25][CH2:24]3)[cH:35]2)[n:3][cH:4][c:5]2[c:6]([n:7]1)[n:8]([CH2:11][c:12]1[cH:13][c:14]3[cH:15][cH:16][cH:17][n:18][c:19]3[cH:20][cH:21]1)[n:9][n:10]2.